describe an organic reaction: reactants, conditions, products, and yield From a dataset of the Open Reaction Database (ORD), a public repository of structured organic reaction records. The reactants are Cl.N[C@H]([C@H](O)C1=CC=CC=C1)CCC ((1R,2S)-2-amino-1-phenylpentan-1-ol hydrochloride), COC=1C=C(C=CC1)C([C@H](CCC)NC(OC(C)(C)C)=O)=O ((S)-tert-butyl 1-(3-methoxyphenyl)-1-oxopentan-2-ylcarbamate). Yields the product Cl.N[C@H]([C@H](O)C1=CC(=CC=C1)OC)CCC ((1R,2S)-2-amino-1-(3-methoxyphenyl)pentan-1-ol hydrochloride). As a reaction SMILES: [ClH:1].N[C@@H](CCC)[C@@H](C1C=CC=CC=1)O.[CH3:15][O:16][C:17]1[CH:18]=[C:19]([C:23](=[O:36])[C@@H:24]([NH:28]C(=O)OC(C)(C)C)[CH2:25][CH2:26][CH3:27])[CH:20]=[CH:21][CH:22]=1>>[ClH:1].[NH2:28][C@@H:24]([CH2:25][CH2:26][CH3:27])[C@@H:23]([C:19]1[CH:20]=[CH:21][CH:22]=[C:17]([O:16][CH3:15])[CH:18]=1)[OH:36] |f:0.1,3.4|. Procedure: was synthesised in the same way as 91b from (S)-tert-butyl 1-(3-methoxyphenyl)-1-oxopentan-2-ylcarbamate (213 mg, 0.693 mmol). Starting materials: CCOC(=O)C1CCN(c2ccc(C(=O)Nc3ccc(-c4ccccc4)c(C)c3)cn2)CC1, COc1cccc(B(O)O)c1. The product is CCOC(=O)C1CCN(c2ccc(C(=O)Nc3ccc(-c4cccc(OC)c4)c(C)c3)cn2)CC1. RXN SMILES: [CH2:12]([CH3:13])[O:14][C:15](=[O:16])[CH:17]1[CH2:18][CH2:19][N:20]([c:23]2[n:24][cH:25][c:26]([C:29]([NH:30][c:31]3[cH:32][c:33]([CH3:43])[c:34](-[c:37]4[cH:38][cH:39][cH:40][cH:41][cH:42]4)[cH:35][cH:36]3)=[O:44])[cH:27][cH:28]2)[CH2:21][CH2:22]1.[CH3:1][O:2][c:3]1[cH:4][c:5]([B:9]([OH:10])[OH:11])[cH:6][cH:7][cH:8]1>>[CH3:1][O:2][c:3]1[cH:4][c:5](-[c:34]2[c:33]([CH3:43])[cH:32][c:31]([NH:30][C:29]([c:26]3[cH:25][n:24][c:23]([N:20]4[CH2:19][CH2:18][CH:17]([C:15]([O:14][CH2:12][CH3:13])=[O:16])[CH2:22][CH2:21]4)[cH:28][cH:27]3)=[O:44])[cH:36][cH:35]2)[cH:6][cH:7][cH:8]1. The reactants are BrC1=CC=C(CCNC(OC(C)(C)C)=O)C=C1 (tert-Butyl 4-bromophenethylcarbamate), C([O-])([O-])=O.[Na+].[Na+] (sodium carbonate), C(C1=CC=CC=C1)N1N=CC(=C1)B1OC(C)(C)C(C)(C)O1 (1-benzyl-1H-pyrazole-4-boronic acid pinacol ester). The reagents and catalysts are C=1C=CC(=CC1)[P](C=2C=CC=CC2)(C=3C=CC=CC3)[Pd]([P](C=4C=CC=CC4)(C=5C=CC=CC5)C=6C=CC=CC6)([P](C=7C=CC=CC7)(C=8C=CC=CC8)C=9C=CC=CC9)[P](C=1C=CC=CC1)(C=1C=CC=CC1)C=1C=CC=CC1 (palladium tetrakis). The solvent is C(C)(=O)OCC.CCCCCCC (ethyl acetate heptane). Reaction conditions: temperature 90 celsius. The product is O=C1C=CC(=CN1)C1=CC=C(CCNC(OC(C)(C)C)=O)C=C1 (tert-butyl 4-(6-oxo-1,6-dihydropyridin-3-yl)phenethylcarbamate). The yield is 94.9%. RXN SMILES: Br[C:2]1[CH:17]=[CH:16][C:5]([CH2:6][CH2:7][NH:8][C:9](=[O:15])[O:10][C:11]([CH3:14])([CH3:13])[CH3:12])=[CH:4][CH:3]=1.[C:18](=[O:21])([O-])[O-].[Na+].[Na+].[CH2:24]([N:31]1C=C(B2OC(C)(C)C(C)(C)O2)C=N1)[C:25]1C=CC=[CH:27][CH:26]=1>C1C=CC([P]([Pd]([P](C2C=CC=CC=2)(C2C=CC=CC=2)C2C=CC=CC=2)([P](C2C=CC=CC=2)(C2C=CC=CC=2)C2C=CC=CC=2)[P](C2C=CC=CC=2)(C2C=CC=CC=2)C2C=CC=CC=2)(C2C=CC=CC=2)C2C=CC=CC=2)=CC=1.C(OCC)(=O)C.CCCCCCC>[O:21]=[C:18]1[NH:31][CH:24]=[C:25]([C:2]2[CH:17]=[CH:16][C:5]([CH2:6][CH2:7][NH:8][C:9](=[O:15])[O:10][C:11]([CH3:14])([CH3:13])[CH3:12])=[CH:4][CH:3]=2)[CH:26]=[CH:27]1 |f:1.2.3,6.7,^1:48,50,69,88|. Reported procedure: IMS (50 mL) and water (16 mL) were degassed thoroughly. tert-Butyl 4-bromophenethylcarbamate (3.52 g, 11.7 mmol), sodium carbonate (5.0 g, 46.9 mmol), palladium tetrakis (1.35 g, 1.2 mmol) and 1-benzyl-1H-pyrazole-4-boronic acid pinacol ester (5.0 g, 17.6 mmol) were added and the reaction mixture heated to 90° C. overnight. The reaction was partitioned between ethyl acetate (500 mL) and water (250 mL) and brine (250 mL), then dried (MgSO4). Filtration and removal of the solvent gave the crude re... Starting materials: C(=O)O.NCCC1=CC=C(NC2CCN(CC2)C(=O)NCCCCCCCC)C=C1 (4-[4-(2-Aminoethyl)anilino]-N-octyl-1-piperidinecarboxamide formate), C(C=C)C1=C(OC[C@H]2OC2)C=CC=C1 ((2S)-2-[(2-allylphenoxy)methyl]oxirane). The product is C(CCCCCCC)NC(=O)N1CCC(CC1)NC1=CC=C(C=C1)CCNC[C@@H](COC1=C(C=CC=C1)CC=C)O (4-(4-{2-[(2S)-3-(2-Allyl-phenoxy)-2-hydroxy-propylamino]-ethyl}-phenylamino)-piperidine-carboxylic acid octylamide). Yield: 14.0%. As a reaction SMILES: C(O)=O.[NH2:4][CH2:5][CH2:6][C:7]1[CH:30]=[CH:29][C:10]([NH:11][CH:12]2[CH2:17][CH2:16][N:15]([C:18]([NH:20][CH2:21][CH2:22][CH2:23][CH2:24][CH2:25][CH2:26][CH2:27][CH3:28])=[O:19])[CH2:14][CH2:13]2)=[CH:9][CH:8]=1.[CH2:31]([C:34]1[CH:44]=[CH:43][CH:42]=[CH:41][C:35]=1[O:36][CH2:37][C@@H:38]1[CH2:40][O:39]1)[CH:32]=[CH2:33]>>[CH2:21]([NH:20][C:18]([N:15]1[CH2:16][CH2:17][CH:12]([NH:11][C:10]2[CH:9]=[CH:8][C:7]([CH2:6][CH2:5][NH:4][CH2:40][C@H:38]([OH:39])[CH2:37][O:36][C:35]3[CH:41]=[CH:42][CH:43]=[CH:44][C:34]=3[CH2:31][CH:32]=[CH2:33])=[CH:30][CH:29]=2)[CH2:13][CH2:14]1)=[O:19])[CH2:22][CH2:23][CH2:24][CH2:25][CH2:26][CH2:27][CH3:28] |f:0.1|. Reported procedure: 4-[4-(2-Aminoethyl)anilino]-N-octyl-1-piperidinecarboxamide formate (0.40 g, 0.95 mmol) was reacted with (2S)-2-[(2-allylphenoxy)methyl]oxirane (0.125 g, 0.713 mmol) according to Procedure G to give the title compound (eluant: 20:1 chloroform-methanol) (0.060 g, 0.1 mmol). The reactants are BrC1=CC=C2C(C=C(N(C2=C1)C1=CC=C(C=C1)F)C(=O)OCC)=O (ethyl 7-bromo-1-(4-fluorophenyl)1,4-dihydro-4-oxoquinolinecarboxylate), [OH-].[Na+] (NaOH). The solvent is C1CCOC1 (THF). Reaction conditions: temperature 2.5 celsius. Product: N1=C(C=CC2=CC=CC=C12)C(=O)O (quinolinecarboxylic acid). Isolated yield 203.9%. Reaction SMILES: Br[C:2]1[CH:11]=[C:10]2[C:5]([C:6](=O)[CH:7]=[C:8]([C:19]([O:21]CC)=[O:20])[N:9]2C2C=CC(F)=CC=2)=[CH:4][CH:3]=1.[OH-].[Na+]>C1COCC1>[N:9]1[C:10]2[C:5](=[CH:4][CH:3]=[CH:2][CH:11]=2)[CH:6]=[CH:7][C:8]=1[C:19]([OH:21])=[O:20] |f:1.2|. Procedure details: A solution of ethyl 7-bromo-1-(4-fluorophenyl)1,4-dihydro-4-oxoquinolinecarboxylate (100 g; 0.256 mole), 400 ml of lN NaOH and 700 ml of THF was refluxed for 2.5 hrs. It was cooled, THF was removed by distillation and the residue cooled to 0-5° C. It was acidified with 2N HCl, the white solid filtered and washed with 1.5 L. of water The product was dried in an oven at 70° C. for 18 hrs. to give 90.4 g (97.5%) of quinolinecarboxylic acid. This product was used in the next step without further pur... The reactants are COC(=O)[C@H]1N(C[C@@H](C1)S(=O)(=O)C1=C(C=CC=C1)Cl)C=1SC(=NN1)C(F)(F)F ((2S,4R)-4-(2-chloro-benzenesulfonyl)-1-(5-trifluoromethyl-[1,3,4]thiadiazol-2-yl)-pyrrolidine-2-carboxylic acid methyl ester), [OH-].[Li+] (lithium hydroxide). Product: ClC1=C(C=CC=C1)S(=O)(=O)[C@@H]1C[C@H](N(C1)C=1SC(=NN1)C(F)(F)F)C(=O)O ((2S,4R)-4-(2-Chloro-benzenesulfonyl)-1-(5-trifluoromethyl-[1,3,4]thiadiazol-2-yl)-pyrrolidine-2-carboxylic acid). Reaction SMILES: C[O:2][C:3]([C@@H:5]1[CH2:9][C@@H:8]([S:10]([C:13]2[CH:18]=[CH:17][CH:16]=[CH:15][C:14]=2[Cl:19])(=[O:12])=[O:11])[CH2:7][N:6]1[C:20]1[S:21][C:22]([C:25]([F:28])([F:27])[F:26])=[N:23][N:24]=1)=[O:4].[OH-].[Li+]>>[Cl:19][C:14]1[CH:15]=[CH:16][CH:17]=[CH:18][C:13]=1[S:10]([C@H:8]1[CH2:7][N:6]([C:20]2[S:21][C:22]([C:25]([F:27])([F:26])[F:28])=[N:23][N:24]=2)[C@H:5]([C:3]([OH:4])=[O:2])[CH2:9]1)(=[O:11])=[O:12] |f:1.2|. Reported procedure: In analogy to the procedure described in example 253e, (2S,4R)-4-(2-chloro-benzenesulfonyl)-1-(5-trifluoromethyl-[1,3,4]thiadiazol-2-yl)-pyrrolidine-2-carboxylic acid methyl ester was saponified in the presence of lithium hydroxide to give the title compound as yellow oil. MS (ESI): m/z=442.0 [M+H]+. The reactants are FC=1C=C(C=CC1O)CCNC1=NC=CC(=N1)C=1C=CC(=C(CN(S(=O)(=O)C)C2CCNCC2)C1)OC (N-(5-{2-[2-(3-Fluoro-4-hydroxy-phenyl)-ethylamino]-pyrimidin-4-yl}-2-methoxy-benzyl)-N-piperidin-4-yl-methanesulfonamide), C(C)(C)(C)OC(=O)N1CCC(CC1)N(S(=O)(=O)C)CC1=C(C=CC(=C1)C1=NC(=NC=C1)Cl)OC (4-{[5-(2-Chloro-pyrimidin-4-yl)-2-methoxy-benzyl]-methanesulfonyl-amino}-piperidine-1-carboxylic acid tert-butyl ester), intermediate 83. The product is FC=1C=C(C=CC1)CCNC1=NC=CC(=N1)C=1C=CC(=C(CN(S(=O)(=O)C)C2CCNCC2)C1)OC (N-(5-{2-[2-(3-Fluoro-phenyl)-ethylamino]-pyrimidin-4-yl}-2-methoxy-benzyl)-N-piperidin-4-yl-methanesulfonamide). As a reaction SMILES: [F:1][C:2]1[CH:3]=[C:4]([CH2:9][CH2:10][NH:11][C:12]2[N:17]=[C:16]([C:18]3[CH:19]=[CH:20][C:21]([O:36][CH3:37])=[C:22]([CH:35]=3)[CH2:23][N:24]([CH:29]3[CH2:34][CH2:33][NH:32][CH2:31][CH2:30]3)[S:25]([CH3:28])(=[O:27])=[O:26])[CH:15]=[CH:14][N:13]=2)[CH:5]=[CH:6][C:7]=1O.C(OC(N1CCC(N(CC2C=C(C3C=CN=C(Cl)N=3)C=CC=2OC)S(C)(=O)=O)CC1)=O)(C)(C)C>>[F:1][C:2]1[CH:3]=[C:4]([CH2:9][CH2:10][NH:11][C:12]2[N:17]=[C:16]([C:18]3[CH:19]=[CH:20][C:21]([O:36][CH3:37])=[C:22]([CH:35]=3)[CH2:23][N:24]([CH:29]3[CH2:30][CH2:31][NH:32][CH2:33][CH2:34]3)[S:25]([CH3:28])(=[O:26])=[O:27])[CH:15]=[CH:14][N:13]=2)[CH:5]=[CH:6][CH:7]=1. Procedure: (N-(5-{2-[2-(3-Fluoro-4-hydroxy-phenyl)-ethylamino]-pyrimidin-4-yl}-2-methoxy-benzyl)-N-piperidin-4-yl-methanesulfonamide: Intermediate 88 was coupled with intermediate 83 following procedure F. The resulting product was deprotected following procedure G. The product was purified by HPLC. LC-MS showed the product had the expected M+H+ of 530. 1H NMR (Varian 300 MHz, DMSO, shifts relative to the solvent peak at 2.50 ppm) δ 7.9 (d, 1H), 7.0 (m, 2H), 7.0 (m, 3H), 6.8 (m, 2H), 4.3 (s, 2H), 3.9 (s, 3...